Task: describe an organic reaction: reactants, conditions, products, and yield. Dataset: the Open Reaction Database (ORD), a public repository of structured organic reaction records Starting materials: C(\C=C\C1=CC=CC=C1)(=O)O (trans-cinnamic acid), N[C@@H](C)C(=O)N1C2=C(C3=C(C(C1=O)C)C=CC=C3)C(=CC=C2)N (5-(L-alaninyl)-amino-7-methyl-5,7-dihydro-6H-dibenz[b,d]azepin-6-one). Yields the product C(\C=C\C1=CC=CC=C1)N[C@@H](C)C(=O)N1C2=C(C3=C(C(C1=O)C)C=CC=C3)C(=CC=C2)N (5-{N′-(trans-Cinnamyl)-L-alaninyl}-amino-7-methyl-5,7-dihydro-6H-dibenz[b,d]azepin-6-one). RXN SMILES: [C:1](O)(=O)/[CH:2]=[CH:3]/[C:4]1[CH:9]=[CH:8][CH:7]=[CH:6][CH:5]=1.[NH2:12][C@H:13]([C:15]([N:17]1[C:23](=[O:24])[CH:22]([CH3:25])[C:21]2[CH:26]=[CH:27][CH:28]=[CH:29][C:20]=2[C:19]2[C:30]([NH2:34])=[CH:31][CH:32]=[CH:33][C:18]1=2)=[O:16])[CH3:14]>>[CH2:1]([NH:12][C@H:13]([C:15]([N:17]1[C:23](=[O:24])[CH:22]([CH3:25])[C:21]2[CH:26]=[CH:27][CH:28]=[CH:29][C:20]=2[C:19]2[C:30]([NH2:34])=[CH:31][CH:32]=[CH:33][C:18]1=2)=[O:16])[CH3:14])/[CH:2]=[CH:3]/[C:4]1[CH:9]=[CH:8][CH:7]=[CH:6][CH:5]=1. Procedure details: Following General Procedure C-P above using trans-cinnamic acid and 5-(L-alaninyl)-amino-7-methyl-5,7-dihydro-6H-dibenz[b,d]azepin-6-one, as described in Example 7-B, the title compound was prepared. The molecular weight as determined by mass spectrometry (FD) was: 440 (M+H). The reactants are C(C)OC(C(=COCC)S(=O)(=O)C)=O (3-ethoxy-2-methanesulfonyl-acrylic acid ethyl ester), NC1=CC=CC=C1 (aniline). Run at temperature 145 celsius, time 2 hour. The product is C(C)OC(C1=CC=C(C=C1)NC=C(S(=O)(=O)C)C(=O)OCC)=O (4-(2-ethoxycarbonyl-2-methanesulfonyl-vinylamino)-benzoic acid ethyl ester). RXN SMILES: [CH2:1]([O:3][C:4](=[O:14])[C:5]([S:10]([CH3:13])(=[O:12])=[O:11])=[CH:6]OCC)[CH3:2].[NH2:15][C:16]1[CH:21]=[CH:20][CH:19]=[CH:18][CH:17]=1>>[CH2:1]([O:3][C:4](=[O:14])[C:19]1[CH:20]=[CH:21][C:16]([NH:15][CH:6]=[C:5]([C:4]([O:3][CH2:1][CH3:2])=[O:14])[S:10]([CH3:13])(=[O:11])=[O:12])=[CH:17][CH:18]=1)[CH3:2]. Procedure: The compound of 3-ethoxy-2-methanesulfonyl-acrylic acid ethyl ester (example 61c, 52 g, 0.234 mol) and aniline (38.65 g, 0.234 mol) was mixed and heated at 140-150° C. under stirring for two hours. After cooling the reaction to room temperature, solvent was removed to give 4-(2-ethoxycarbonyl-2-methanesulfonyl-vinylamino)-benzoic acid ethyl ester. The crude compound was used in the following reaction without further purification. LC-MS m/e 342 (MH+). Reactants: C(#N)C=1C(=C(N(C1CC)C)C(=O)OCC)C1=CC=C(C=C1)C1=C(C=CC=C1)C#N (ethyl 4-cyano-3-[4-(2-cyanophenyl)phenyl]-5-ethyl-1-methylpyrrole-2-carboxylate), C (Darco), [Li+].[OH-] (LiOH), C1CCOC1 (THF). Run in CO (MeOH). Run at time 24 hour. The product is C(#N)C=1C(=C(N(C1CC)C)C(=O)O)C1=CC=C(C=C1)C1=C(C=CC=C1)C#N (4-cyano-3-[4-(2-cyanophenyl)phenyl]-5-ethyl-1-methylpyrrole-2-carboxylic acid). Yield: 92.2%. RXN SMILES: [C:1]([C:3]1[C:4]([C:16]2[CH:21]=[CH:20][C:19]([C:22]3[CH:27]=[CH:26][CH:25]=[CH:24][C:23]=3[C:28]#[N:29])=[CH:18][CH:17]=2)=[C:5]([C:11]([O:13]CC)=[O:12])[N:6]([CH3:10])[C:7]=1[CH2:8][CH3:9])#[N:2].C1COCC1.[Li+].[OH-].C>CO>[C:1]([C:3]1[C:4]([C:16]2[CH:21]=[CH:20][C:19]([C:22]3[CH:27]=[CH:26][CH:25]=[CH:24][C:23]=3[C:28]#[N:29])=[CH:18][CH:17]=2)=[C:5]([C:11]([OH:13])=[O:12])[N:6]([CH3:10])[C:7]=1[CH2:8][CH3:9])#[N:2] |f:2.3|. Procedure details: Add ethyl 4-cyano-3-[4-(2-cyanophenyl)phenyl]-5-ethyl-1-methylpyrrole-2-carboxylate to a round bottom flask with a nitrogen inlet, thermocouple and magnetic stirring. Add THF (4.0 volumes). MeOH (1.0 volume) and 1.20 equiv. of 2N LiOH and stir the reaction mixture at RT. After stirring for 24 h no starting material remains. Add Darco (40 w %) and stir the slurry for 30 min. Then filter the reaction mixture through a plug of Hyflo Super Cel® (about ½″ thick) and rinse 2 times with 1 volume of wat... Starting materials: ice-salt, 12.1, N(C1=CC=CC=C1)C1(CCNCC1)C(=O)O (4-anilinoisonipecotic acid), [Na] (sodium), [OH-].[Na+] (sodium hydroxide), ClC(=O)OCC (ethyl chloroformate). Solvent: O1CCCC1 (tetrahydrofuran), O1CCCC1 (tetrahydrofuran). Reaction conditions: time 3 hour. Yields the product N(C1=CC=CC=C1)C1(CCN(CC1)C(=O)OCC)C(=O)O (4-anilino-1-(ethoxycarbonyl)isonipecotic acid). Reaction SMILES: [NH:1]([C:8]1([C:14]([OH:16])=[O:15])[CH2:13][CH2:12][NH:11][CH2:10][CH2:9]1)[C:2]1[CH:7]=[CH:6][CH:5]=[CH:4][CH:3]=1.[Na].[OH-].[Na+].Cl[C:21]([O:23][CH2:24][CH3:25])=[O:22]>O1CCCC1>[NH:1]([C:8]1([C:14]([OH:16])=[O:15])[CH2:9][CH2:10][N:11]([C:21]([O:23][CH2:24][CH3:25])=[O:22])[CH2:12][CH2:13]1)[C:2]1[CH:3]=[CH:4][CH:5]=[CH:6][CH:7]=1 |f:2.3,^1:16|. Procedure: To a stirred and cooled (ice-salt bath) mixture of 12.1 parts of 4-anilinoisonipecotic acid, sodium salt, 200 parts of sodium hydroxide solution 1 N and 20 parts of tetrahydrofuran are added dropwise 6.45 parts of ethyl chloroformate in 25 parts of tetrahydrofuran over 15 minutes and at a temperature between 2° and 5° C. Upon completion, stirring is continued for 3 hours in the cool-bath. The whole is extracted with ether. The aqueous phase is separated and degassed on a rotavapor without heatin... The reactants are [BH4-], CO, [Na+], [Na+], [OH-], O, CC(CCNC1CCC(c2ccc3[nH]c(=O)oc3c2)CC1)c1ccccc1. The product is CC(CCN(C)C1CCC(c2ccc3[nH]c(=O)oc3c2)CC1)c1ccccc1. Reaction SMILES: [BH4-:29].[CH3:33][OH:34].[Na+:30].[Na+:32].[OH-:31].[OH2:28].[c:1]1([CH:7]([CH2:8][CH2:9][NH:10][CH:11]2[CH2:12][CH2:13][CH:14]([c:17]3[cH:18][c:19]4[c:20]([nH:21][c:22](=[O:24])[o:23]4)[cH:25][cH:26]3)[CH2:15][CH2:16]2)[CH3:27])[cH:2][cH:3][cH:4][cH:5][cH:6]1>>[c:1]1([CH:7]([CH2:8][CH2:9][N:10]([CH:11]2[CH2:12][CH2:13][CH:14]([c:17]3[cH:18][c:19]4[c:20]([nH:21][c:22](=[O:24])[o:23]4)[cH:25][cH:26]3)[CH2:15][CH2:16]2)[CH3:33])[CH3:27])[cH:2][cH:3][cH:4][cH:5][cH:6]1.